From a dataset of the Open Reaction Database (ORD), a public repository of structured organic reaction records. describe an organic reaction: reactants, conditions, products, and yield Reactants: CC1=CC=C(C=C1)C(C)=O (p-methylacetophenone), C(C)(C)[N-]C(C)C.[Li+] (lithium diisopropylamide), CS(=O)(=O)C1=CC=C(OCC2=CC(=NC3=CC=CC=C23)C)C=C1 (4-(4-methanesulfonylphenoxymethyl)-2-methylquinoline). Solvent: O1CCCC1 (tetrahydrofuran), O1CCCC1 (tetrahydrofuran), [Cl-].[Na+].O (brine). Conditions: time 40 minute. Product: CC1=NC2=CC=CC=C2C(=C1)COC1=CC=C(C=C1)S(=O)(=O)CC(C)(O)C1=CC=C(C=C1)C (1-[4-(2-methylquinolin-4-ylmethoxy)benzenesulfonyl]-2-p-tolylpropan-2-ol). The yield is 66.0%. As a reaction SMILES: [CH3:1][S:2]([C:5]1[CH:23]=[CH:22][C:8]([O:9][CH2:10][C:11]2[C:20]3[C:15](=[CH:16][CH:17]=[CH:18][CH:19]=3)[N:14]=[C:13]([CH3:21])[CH:12]=2)=[CH:7][CH:6]=1)(=[O:4])=[O:3].C([N-]C(C)C)(C)C.[Li+].[CH3:32][C:33]1[CH:38]=[CH:37][C:36]([C:39](=[O:41])[CH3:40])=[CH:35][CH:34]=1>O1CCCC1.[Cl-].[Na+].O>[CH3:21][C:13]1[CH:12]=[C:11]([CH2:10][O:9][C:8]2[CH:7]=[CH:6][C:5]([S:2]([CH2:1][C:39]([C:36]3[CH:37]=[CH:38][C:33]([CH3:32])=[CH:34][CH:35]=3)([OH:41])[CH3:40])(=[O:4])=[O:3])=[CH:23][CH:22]=2)[C:20]2[C:15](=[CH:16][CH:17]=[CH:18][CH:19]=2)[N:14]=1 |f:1.2,5.6.7|. Reported procedure: Under an atmosphere of argon, a solution of 473 mg (1.44 mmol) of 4-(4-methanesulfonylphenoxymethyl)-2-methylquinoline in tetrahydrofuran was cooled to −78° C. and then, 1.44 mL (1.44 mmol) of 2 M lithium diisopropylamide was added thereto and stirred for 40 minutes. Into this solution was dropped a solution of 194 mg (1.59 mmol) of p-methylacetophenone in tetrahydrofuran, followed by stirring for 2.5 hours. The reaction was stopped by the addition of saturated brine, extracted with ethyl acetat... Starting materials: [H-].[Na+] (sodium hydride), N1=CC=C(C=C1)C=1N=C2N(C(C1)=O)CCN2 (7-pyridin-4-yl-2,3-dihydroimidazo[1,2-a]pyrimidin-5(1H)-one), C1(=CC=CC=C1)CCC(=O)Cl (3-phenylpropionyl chloride). Run in CN(C=O)C (N,N-dimethylformamide). Reaction conditions: time 15 minute. Yields the product C1(=CC=CC=C1)CCC(=O)N1CCN2C1=NC(=CC2=O)C2=CC=NC=C2 (1-[-(3-Phenyl)propanoyl]-7-pyridin-4-yl-2,3-dihydroimidazo[1,2-a]pyrimidin-5(1H)-one). As a reaction SMILES: [N:1]1[CH:6]=[CH:5][C:4]([C:7]2[N:8]=[C:9]3[NH:16][CH2:15][CH2:14][N:10]3[C:11](=[O:13])[CH:12]=2)=[CH:3][CH:2]=1.[H-].[Na+].[C:19]1([CH2:25][CH2:26][C:27](Cl)=[O:28])[CH:24]=[CH:23][CH:22]=[CH:21][CH:20]=1>CN(C)C=O>[C:19]1([CH2:25][CH2:26][C:27]([N:16]2[C:9]3=[N:8][C:7]([C:4]4[CH:5]=[CH:6][N:1]=[CH:2][CH:3]=4)=[CH:12][C:11](=[O:13])[N:10]3[CH2:14][CH2:15]2)=[O:28])[CH:24]=[CH:23][CH:22]=[CH:21][CH:20]=1 |f:1.2|. Procedure details: A suspension of 0.2 g (0.93 mmol) of 7-pyridin-4-yl-2,3-dihydroimidazo[1,2-a]pyrimidin-5(1H)-one in 5 ml of N,N-dimethylformamide was treated with 48 mg (1.20 mmol) of sodium hydride (60% suspension in mineral oil) and the resulting mixture was stirred at room temperature for 15 min and then cooled to 0° C. 0.251 g (1.49 mmol) of 3-phenylpropionyl chloride was added and the reaction mixture was stirred at room temperature during 18 h. The reactants are C1(=CC=CC=C1)S(=O)(=O)NC1=C(OCC2=CC=C(C(=O)OC)C=C2)C=CC(=C1)Cl (methyl 4-(2-phenylsulfonylamino-4-chlorophenoxy-methyl)benzoate), C(C)(C)I (isopropyl iodide), O (water), Cl (HCl). Run in CN(C)C=O (DMF), C([O-])([O-])=O.[K+].[K+] (potassium carbonate). Run at temperature 50 celsius, time 9 hour. Product: C(C)(C)N(C1=C(OCC2=CC=C(C(=O)OC)C=C2)C=CC(=C1)Cl)S(=O)(=O)C1=CC=CC=C1 (Methyl 4-[2-(N-isopropyl-phenylsulfonylamino)-4-chlorophenoxymethyl]-benzoate). As a reaction SMILES: [C:1]1([S:7]([NH:10][C:11]2[CH:28]=[C:27]([Cl:29])[CH:26]=[CH:25][C:12]=2[O:13][CH2:14][C:15]2[CH:24]=[CH:23][C:18]([C:19]([O:21][CH3:22])=[O:20])=[CH:17][CH:16]=2)(=[O:9])=[O:8])[CH:6]=[CH:5][CH:4]=[CH:3][CH:2]=1.O.Cl.[CH:32](I)([CH3:34])[CH3:33]>CN(C=O)C.C(=O)([O-])[O-].[K+].[K+]>[CH:32]([N:10]([S:7]([C:1]1[CH:2]=[CH:3][CH:4]=[CH:5][CH:6]=1)(=[O:8])=[O:9])[C:11]1[CH:28]=[C:27]([Cl:29])[CH:26]=[CH:25][C:12]=1[O:13][CH2:14][C:15]1[CH:24]=[CH:23][C:18]([C:19]([O:21][CH3:22])=[O:20])=[CH:17][CH:16]=1)([CH3:34])[CH3:33] |f:5.6.7|. Reported procedure: To a solution of methyl 4-(2-phenylsulfonylamino-4-chlorophenoxy-methyl)benzoate (402 mg; prepared in Example 7(a)) in DMF (4 ml), potassium carbonate 256 (mg) and isopropyl iodide (185 μl) were added. The mixture was stirred overnight at room temperature and for 9 hours at 50° C. To the reaction solution, iced water and 2N HCl were added. The mixture was extracted with ethyl acetate. The organic layer was washed, dried over, concentrated after filtration, solidified with ethanol and washed to g... Reactants: CC(=O)O[BH-](OC(C)=O)OC(C)=O, CNCCc1ccccn1, CC(=O)O, ClCCl, O=Cc1ccc(OCCCN2CCCCC2)cc1, [Na+], [Na+], [OH-]. Yields the product CN(CCc1ccccn1)Cc1ccc(OCCCN2CCCCC2)cc1. Reaction SMILES: [C:29]([O:30][BH-:31]([O:32][C:33](=[O:34])[CH3:35])[O:36][C:37](=[O:38])[CH3:39])(=[O:40])[CH3:41].[CH3:19][NH:20][CH2:21][CH2:22][c:23]1[n:24][cH:25][cH:26][cH:27][cH:28]1.[CH3:48][C:49](=[O:50])[OH:51].[Cl:45][CH2:46][Cl:47].[N:1]1([CH2:7][CH2:8][CH2:9][O:10][c:11]2[cH:12][cH:13][c:14]([CH:15]=[O:16])[cH:17][cH:18]2)[CH2:2][CH2:3][CH2:4][CH2:5][CH2:6]1.[Na+:42].[Na+:44].[OH-:43]>>[N:1]1([CH2:7][CH2:8][CH2:9][O:10][c:11]2[cH:12][cH:13][c:14]([CH2:15][N:20]([CH3:19])[CH2:21][CH2:22][c:23]3[n:24][cH:25][cH:26][cH:27][cH:28]3)[cH:17][cH:18]2)[CH2:2][CH2:3][CH2:4][CH2:5][CH2:6]1. Reactants: FC=1C=C(C=CC1S(=O)(=O)C(C)C)C1=C(C=CC(=C1)C(F)(F)F)OCC(=O)OC (Methyl [[3′-fluoro-4′-[(1-methylethyl)sulfonyl]-5-(trifluoromethyl)[1,1′-biphenyl]-2-yl]oxy]acetate), CO (MeOH). Run in [OH-].[Na+] (NaOH). The product is FC=1C=C(C=CC1S(=O)(=O)C(C)C)C1=C(C=CC(=C1)C(F)(F)F)OCC(=O)O ([[3′-Fluoro-4′-[(1-methylethyl)sulfonyl]-5-(trifluoromethyl)[1,1′-biphenyl]-2-yl]oxy]acetic acid). Reaction SMILES: [F:1][C:2]1[CH:3]=[C:4]([C:14]2[CH:19]=[C:18]([C:20]([F:23])([F:22])[F:21])[CH:17]=[CH:16][C:15]=2[O:24][CH2:25][C:26]([O:28]C)=[O:27])[CH:5]=[CH:6][C:7]=1[S:8]([CH:11]([CH3:13])[CH3:12])(=[O:10])=[O:9].CO>[OH-].[Na+]>[F:1][C:2]1[CH:3]=[C:4]([C:14]2[CH:19]=[C:18]([C:20]([F:23])([F:22])[F:21])[CH:17]=[CH:16][C:15]=2[O:24][CH2:25][C:26]([OH:28])=[O:27])[CH:5]=[CH:6][C:7]=1[S:8]([CH:11]([CH3:13])[CH3:12])(=[O:10])=[O:9] |f:2.3|. Procedure details: A solution of the product from step e) (140 mg) in NaOH (0.35 ml, 1 M), THY (2 ml) and MeOH (1 ml) was stirred for 2 h. The solvent was removed in vacuo and the residue was washed with ether, acidified (2M HCl) and extracted with DCM (thrice). The organic extracts were dried (MgSO4), evaporated and crystallised from isohexane—DCM to give the title compound (105 mg). M.p. 170-1° C. The reactants are O=[N+]([O-])c1ccc(Br)cn1, O=C([O-])[O-], CC(=O)Nc1ccc(O)cc1, [Cs+], [Cs+], CN(C)C=O. Yields the product CC(=O)Nc1ccc(Oc2ccc([N+](=O)[O-])nc2)cc1. As a reaction SMILES: [Br:1][c:2]1[cH:3][cH:4][c:5]([N+:8](=[O:9])[O-:10])[n:6][cH:7]1.[C:11](=[O:12])([O-:13])[O-:14].[C:17]([CH3:18])(=[O:19])[NH:20][c:21]1[cH:22][cH:23][c:24]([OH:27])[cH:25][cH:26]1.[Cs+:15].[Cs+:16].[O:28]=[CH:29][N:30]([CH3:31])[CH3:32]>>[c:2]1([O:27][c:24]2[cH:23][cH:22][c:21]([NH:20][C:17]([CH3:18])=[O:19])[cH:26][cH:25]2)[cH:3][cH:4][c:5]([N+:8](=[O:9])[O-:10])[n:6][cH:7]1. Reactants: N#CCN1C(=O)c2ccccc2C1=O, CCCC(C)CC(C)(C)O, CC(=O)O, O, O=S(=O)(O)O. Yields the product CCCC(C)CC(C)(C)NC(=O)CN1C(=O)c2ccccc2C1=O. Reaction SMILES: [C:1]1(=[O:14])[c:2]2[c:3]([cH:10][cH:11][cH:12][cH:13]2)[C:4](=[O:9])[N:5]1[CH2:6][C:7]#[N:8].[CH3:15][C:16]([CH3:17])([CH2:18][CH:19]([CH2:20][CH2:21][CH3:22])[CH3:23])[OH:24].[CH3:31][C:32](=[O:33])[OH:34].[OH2:30].[S:25]([OH:26])(=[O:27])(=[O:28])[OH:29]>>[C:1]1(=[O:14])[c:2]2[c:3]([cH:10][cH:11][cH:12][cH:13]2)[C:4](=[O:9])[N:5]1[CH2:6][C:7]([NH:8][C:16]([CH3:15])([CH3:17])[CH2:18][CH:19]([CH2:20][CH2:21][CH3:22])[CH3:23])=[O:26].